From a dataset of the Open Reaction Database (ORD), a public repository of structured organic reaction records. describe an organic reaction: reactants, conditions, products, and yield The reactants are N#CCBr, O=C([O-])[O-], CC#N, [K+], [K+], Oc1ccc(Oc2cnc3cc(Cl)ccc3n2)cc1. Yields the product N#CCOc1ccc(Oc2cnc3cc(Cl)ccc3n2)cc1. As a reaction SMILES: [Br:20][CH2:21][C:22]#[N:23].[C:24](=[O:25])([O-:26])[O-:27].[CH3:30][C:31]#[N:32].[K+:28].[K+:29].[OH:1][c:2]1[cH:3][cH:4][c:5]([O:6][c:7]2[n:8][c:9]3[cH:10][cH:11][c:12]([Cl:17])[cH:13][c:14]3[n:15][cH:16]2)[cH:18][cH:19]1>>[O:1]([c:2]1[cH:3][cH:4][c:5]([O:6][c:7]2[n:8][c:9]3[cH:10][cH:11][c:12]([Cl:17])[cH:13][c:14]3[n:15][cH:16]2)[cH:18][cH:19]1)[CH2:21][C:22]#[N:23].